This data is from the Open Reaction Database (ORD), a public repository of structured organic reaction records. The task is: describe an organic reaction: reactants, conditions, products, and yield Reactants: O=C1OC(=CN1)C(=O)NCCC1CCN(CC1)C(=O)OC(C)(C)C (Tert-butyl 4-(2-(2-oxo-2,3-dihydrooxazole-5-carboxamido)ethyl)piperidine-1-carboxylate), Cl (HCl), O1CCOCC1 (dioxane). Product: O=C1OC(=CN1)C(=O)NCCC1CCNCC1 (2-oxo-N-(2-(piperidin-4-yl)ethyl)-2,3-dihydrooxazole-5-carboxamide). Reported procedure: Tert-butyl 4-(2-(2-oxo-2,3-dihydrooxazole-5-carboxamido)ethyl)piperidine-1-carboxylate (step 2) (257.8 mg, 0.760 mmol) was solubilised in DCM (1.5 ml). 4M HCl in dioxane (1.9 ml, 7.60 mmol) was added and the reaction mixture stirred at RT. After all gas had ceased to be evolved, the reaction mixture was solubilised with in MeOH and evaporated under reduced pressure to afford the title compound; Solvent: C(Cl)Cl (DCM), CO (MeOH). RXN SMILES: [O:1]=[C:2]1[NH:6][CH:5]=[C:4]([C:7]([NH:9][CH2:10][CH2:11][CH:12]2[CH2:17][CH2:16][N:15](C(OC(C)(C)C)=O)[CH2:14][CH2:13]2)=[O:8])[O:3]1.Cl.O1CCOCC1>C(Cl)Cl.CO>[O:1]=[C:2]1[NH:6][CH:5]=[C:4]([C:7]([NH:9][CH2:10][CH2:11][CH:12]2[CH2:17][CH2:16][NH:15][CH2:14][CH2:13]2)=[O:8])[O:3]1. Reactants: Cl, O=N[O-], Nc1ccc2cc(S(=O)(=O)O)ccc2c1, [Na+], [Na+], [OH-], O, O=S(=O)(O)O, Cl[Sn]Cl. Product: NNc1ccc2cc(S(=O)(=O)O)ccc2c1. As a reaction SMILES: [ClH:31].[N:23]([O-:24])=[O:25].[NH2:1][c:2]1[cH:3][cH:4][c:5]2[cH:6][c:7]([S:12]([OH:13])(=[O:14])=[O:15])[cH:8][cH:9][c:10]2[cH:11]1.[Na+:17].[Na+:26].[OH-:16].[OH2:30].[S:18](=[O:19])(=[O:20])([OH:21])[OH:22].[Sn:27]([Cl:28])[Cl:29]>>[NH:1]([c:2]1[cH:3][cH:4][c:5]2[cH:6][c:7]([S:12]([OH:13])(=[O:14])=[O:15])[cH:8][cH:9][c:10]2[cH:11]1)[NH2:23]. Solvent: C1CCOC1 (THF). Yield: 80.2%. The reactants are [Si](C)(C)(C(C)(C)C)OC1=C(C=C(CO)C=C1CCC)CCC (4-tert-butyldimethylsilyloxy-3,5-dipropylbenzyl alcohol), CC1=CC(=C2C(=N1)N=C(N2)CC)C (5,7-dimethyl-2-ethylimidazo[4,5-b]pyridine), 5.62, C1(=CC=CC=C1)P(C1=CC=CC=C1)C1=CC=CC=C1 (triphenylphosphine), N(=NC(=O)OCC)C(=O)OCC (diethyl azodicarboxylate). Procedure details: To a solution of 4.2 g (13.0 mmol) of the product of Step E, 2.5 g (14.0 mmol) of 5,7-dimethyl-2-ethylimidazo[4,5-b]pyridine and 5.62 (20.0 mmol) of triphenylphosphine dissolved in 40 mL of THF, was added 3.396 g (20.0 mmol) of diethyl azodicarboxylate and the mixture was stirred for 1 hour. The reaction mixture was then concentrated in vacuo and the residual oil was purified on a silica gel flash chromatography column eluted with 25-40% ethyl acetate/hexane to afford 5 g (80%) of the title comp... As a reaction SMILES: [Si:1]([O:8][C:9]1[C:16]([CH2:17][CH2:18][CH3:19])=[CH:15][C:12]([CH2:13]O)=[CH:11][C:10]=1[CH2:20][CH2:21][CH3:22])([C:4]([CH3:7])([CH3:6])[CH3:5])([CH3:3])[CH3:2].[CH3:23][C:24]1[N:29]=[C:28]2[N:30]=[C:31]([CH2:33][CH3:34])[NH:32][C:27]2=[C:26]([CH3:35])[CH:25]=1.C1(P(C2C=CC=CC=2)C2C=CC=CC=2)C=CC=CC=1.N(C(OCC)=O)=NC(OCC)=O>C1COCC1>[Si:1]([O:8][C:9]1[C:16]([CH2:17][CH2:18][CH3:19])=[CH:15][C:12]([CH2:13][N:30]2[C:28]3=[N:29][C:24]([CH3:23])=[CH:25][C:26]([CH3:35])=[C:27]3[N:32]=[C:31]2[CH2:33][CH3:34])=[CH:11][C:10]=1[CH2:20][CH2:21][CH3:22])([C:4]([CH3:7])([CH3:6])[CH3:5])([CH3:3])[CH3:2]. Run at time 1 hour. Yields the product [Si](C)(C)(C(C)(C)C)OC1=C(C=C(C=C1CCC)CN1C(=NC=2C1=NC(=CC2C)C)CC)CCC (3-[4-tert-butyldimethylsilyloxy-3,5-dipropylphenylmethyl]-5,7-dimethyl-2-ethyl-3H-imidazo -[4,5-b]pyridine). The reactants are C(C)(C)(C)OC(=O)N1C2C1CC1=CC=CC=C21 ((±) N-tert-butoxycarbonyl-1,2-iminoindane), C1(=CC=CC=C1)O (phenol). Reagents/catalysts: C1(=CC=C(C=C1)S(=O)(=O)[O-])C.[NH+]1=CC=CC=C1 (pyridinium p-toluenesulfonate). Run in C(Cl)(Cl)Cl (chloroform), C(Cl)(Cl)Cl (chloroform). The product is O(C1=CC=CC=C1)[C@H]1[C@H](CC2=CC=CC=C12)NC(=O)OC(C)(C)C ((±)cis-1-Phenoxy-2-tert-butoxycarbonylaminoindane). The yield is 85.1%. RXN SMILES: [C:1]([O:5][C:6]([N:8]1[CH:10]2[CH2:11][C:12]3[C:17]([CH:9]12)=[CH:16][CH:15]=[CH:14][CH:13]=3)=[O:7])([CH3:4])([CH3:3])[CH3:2].[C:18]1([OH:24])[CH:23]=[CH:22][CH:21]=[CH:20][CH:19]=1>C(Cl)(Cl)Cl.C1(C)C=CC(S([O-])(=O)=O)=CC=1.[NH+]1C=CC=CC=1>[O:24]([C@@H:9]1[C:17]2[C:12](=[CH:13][CH:14]=[CH:15][CH:16]=2)[CH2:11][C@@H:10]1[NH:8][C:6]([O:5][C:1]([CH3:4])([CH3:3])[CH3:2])=[O:7])[C:18]1[CH:23]=[CH:22][CH:21]=[CH:20][CH:19]=1 |f:3.4|. Reported procedure: The title compound was prepared in a similar manner to Preparation 18 from (±) N-tert-butoxycarbonyl-1,2-iminoindane (3 g, 13 mmol), phenol (1.22 g, 13 mmol), pyridinium p-toluenesulfonate (50 mg) and chloroform (100 ml). After a reaction time of 3 h, the reaction was diluted with chloroform (100 ml) then washed sequentially with saturated aq. sodium bicarbonate, water and brine. After drying over sodium sulfate, volatiles were removed in vacuo and the residue subjected to column chromatography ...